Dataset: the Open Reaction Database (ORD), a public repository of structured organic reaction records. Task: describe an organic reaction: reactants, conditions, products, and yield Reactants: BrC1=C(C=CC2=CC(=CC=C12)Br)OCC#N ((1,6-dibromo-naphthalen-2-yloxy)-acetonitrile), S1C(=CC2=C1C=CC=C2)B(O)O (benzothiophene-2-boronic acid), C([O-])([O-])=O.[K+].[K+] (potassium carbonate), Cl (hydrochloric acid). Reagents/catalysts: [Br-].C(CCC)[N+](CCCC)(CCCC)CCCC (tetrabutylammonium bromide), C(C)(=O)[O-].[Pd+2].C(C)(=O)[O-] (palladium (II) acetate). The solvent is C1CCOC1 (THF), O (water). Reaction conditions: temperature 70 celsius. The product is S1C2=C(C=C1C=1C=C3C=CC(=C(C3=CC1)Br)OCC#N)C=CC=C2 ((6-Benzo[b]thiophen-2-yl-1-bromo-naphthalen-2-yloxy)-acetonitrile). Yield: 63.9%. RXN SMILES: [Br:1][C:2]1[C:11]2[C:6](=[CH:7][C:8](Br)=[CH:9][CH:10]=2)[CH:5]=[CH:4][C:3]=1[O:13][CH2:14][C:15]#[N:16].[S:17]1[C:21]2[CH:22]=[CH:23][CH:24]=[CH:25][C:20]=2[CH:19]=[C:18]1B(O)O.C(=O)([O-])[O-].[K+].[K+].Cl>[Br-].C([N+](CCCC)(CCCC)CCCC)CCC.C1COCC1.O.C([O-])(=O)C.[Pd+2].C([O-])(=O)C>[S:17]1[C:18]([C:8]2[CH:7]=[C:6]3[C:11](=[CH:10][CH:9]=2)[C:2]([Br:1])=[C:3]([O:13][CH2:14][C:15]#[N:16])[CH:4]=[CH:5]3)=[CH:19][C:20]2[CH:25]=[CH:24][CH:23]=[CH:22][C:21]1=2 |f:2.3.4,6.7,10.11.12|. Reported procedure: A mixture of (1,6-dibromo-naphthalen-2-yloxy)-acetonitrile (9.2 g, 27 mmol), benzothiophene-2-boronic acid (7.2 g, 40 mmol) in two portions, tetrabutylammonium bromide (8.7 g, 27 mmol), potassium carbonate (9.4 g 68 mmol) and palladium (II) acetate (0.079 g, 0.35 mmol) in THF (25 mL) and water (41 mL) was heated at 70° C. for seven hours. After cooling to ambient temperature, the reaction mixture was poured into 2N hydrochloric acid. This was extracted with hot chloroform (due to limited solubil... Product: CC(C)(C)Cn1c(Cn2cnc([N+](=O)[O-])n2)cc2cnc(C#N)nc21. RXN SMILES: [Br:1][CH2:2][c:3]1[cH:4][c:5]2[c:6]([n:7][c:8]([C:11]#[N:12])[n:9][cH:10]2)[n:13]1[CH2:14][C:15]([CH3:16])([CH3:17])[CH3:18].[C:27](=[O:28])([O-:29])[O-:30].[CH3:33][S:34]([CH3:35])=[O:36].[K+:31].[K+:32].[N+:19](=[O:20])([O-:21])[c:22]1[n:23][nH:24][cH:25][n:26]1.[OH2:37]>>[CH2:2]([c:3]1[cH:4][c:5]2[c:6]([n:7][c:8]([C:11]#[N:12])[n:9][cH:10]2)[n:13]1[CH2:14][C:15]([CH3:16])([CH3:17])[CH3:18])[n:24]1[n:23][c:22]([N+:19](=[O:20])[O-:21])[n:26][cH:25]1. Reactants: CC(C)(C)Cn1c(CBr)cc2cnc(C#N)nc21, O=C([O-])[O-], CS(C)=O, [K+], [K+], O=[N+]([O-])c1nc[nH]n1, O. The reactants are FC(C(=O)O)(F)F (trifluoroacetic acid), ClS(=O)(=O)C=1C=C(C(=O)OCC2=CC=CC=C2)C=C(C1)F (benzyl 3-(chlorosulfonyl)-5-fluorobenzoate). The product is ClS(=O)(=O)C=1C=C(C(=O)O)C=C(C1)F (3-(chlorosulfonyl)-5-fluorobenzoic acid). Isolated yield 82.1%. RXN SMILES: FC(F)(F)C(O)=O.[Cl:8][S:9]([C:12]1[CH:13]=[C:14]([CH:25]=[C:26]([F:28])[CH:27]=1)[C:15]([O:17]CC1C=CC=CC=1)=[O:16])(=[O:11])=[O:10]>>[Cl:8][S:9]([C:12]1[CH:13]=[C:14]([CH:25]=[C:26]([F:28])[CH:27]=1)[C:15]([OH:17])=[O:16])(=[O:10])=[O:11]. Procedure: A trifluoroacetic acid (18 mL) solution of benzyl 3-(chlorosulfonyl)-5-fluorobenzoate (2.30 g) was stirred at 60° C. for 18 hours. The oily substance floating on the liquid surface was removed, and the solution part was decanted and evaporated under reduced pressure. Hexane was added to the residue, then this was sonicated for 10 minutes. The resulting solid was collected by filtration to obtain 3-(chlorosulfonyl)-5-fluorobenzoic acid (1.37 g). EI: 238 Reactants: OCC1=CC(=NN1)OS(=O)(=O)C1=CC=C(C=C1)C (toluene-4-sulfonic acid 5-hydroxymethyl-1H-pyrazol-3-yl ester), aldehyde, FC1=C(C(=O)NN)C=CC=C1 (2-fluorobenzoic hydrazide). The reagents and catalysts are [O-2].[O-2].[Mn+4] (manganese dioxide). Solvent: C(Cl)(Cl)Cl (chloroform), C=1(C(=CC=CC1)C)C (xylene). Reaction conditions: temperature 70 celsius. Product: FC1=C(C=CC=C1)C1=NN=CC=2N1N=C(C2)OS(=O)(=O)C2=CC=C(C=C2)C (Toluene-4-sulfonic Acid 7-(2-Fluorophenyl)pyrazolo[1,5-d][1,2,4]triazin-2-yl Ester). Isolated yield 92.4%. RXN SMILES: O[CH2:2][C:3]1[NH:7][N:6]=[C:5]([O:8][S:9]([C:12]2[CH:17]=[CH:16][C:15]([CH3:18])=[CH:14][CH:13]=2)(=[O:11])=[O:10])[CH:4]=1.[F:19][C:20]1[CH:29]=[CH:28][CH:27]=[CH:26][C:21]=1[C:22]([NH:24][NH2:25])=O>C(Cl)(Cl)Cl.C1(C)C(C)=CC=CC=1.[O-2].[O-2].[Mn+4]>[F:19][C:20]1[CH:29]=[CH:28][CH:27]=[CH:26][C:21]=1[C:22]1[N:7]2[N:6]=[C:5]([O:8][S:9]([C:12]3[CH:17]=[CH:16][C:15]([CH3:18])=[CH:14][CH:13]=3)(=[O:11])=[O:10])[CH:4]=[C:3]2[CH:2]=[N:25][N:24]=1 |f:4.5.6|. Reported procedure: To a solution of toluene-4-sulfonic acid 5-hydroxymethyl-1H-pyrazol-3-yl ester (25 g, 93 mmol) in chloroform (800 ml) was added manganese dioxide (40.3 g, 465 mmol) and the suspension was heated at 70° C. for 14 h. The reaction mixture was filtered through sand/silica and the plug of silica was then washed several times with 10% methanol/dichloromethane. The combined filtrates were concentrated under vacuum to give crude aldehyde (25 g). Some of the crude aldehyde (2 g, 7.6 mmol) and 2-fluoroben... The reactants are CCO, CC(C)(Cc1ccc2ccccc2c1)[N+](=O)[O-]. Product: CC(C)(N)Cc1ccc2ccccc2c1. As a reaction SMILES: [CH3:18][CH2:19][OH:20].[CH3:1][C:2]([CH2:3][c:4]1[cH:5][c:6]2[cH:7][cH:8][cH:9][cH:10][c:11]2[cH:12][cH:13]1)([CH3:14])[N+:15]([O-:16])=[O:17]>>[CH3:1][C:2]([CH2:3][c:4]1[cH:5][c:6]2[cH:7][cH:8][cH:9][cH:10][c:11]2[cH:12][cH:13]1)([CH3:14])[NH2:15]. Reactants: C1CCOC1, CC(C)(C)[O-], [K+], COC(=O)CCC(C(N)=O)N1Cc2c(OCc3ccc(CN4CCC(C)(C)CC4)cc3)cccc2C1=O. Product: CC1(C)CCN(Cc2ccc(COc3cccc4c3CN(C3CCC(=O)NC3=O)C4=O)cc2)CC1. As a reaction SMILES: [CH2:44]1[O:45][CH2:46][CH2:47][CH2:48]1.[CH3:38][C:39]([O-:40])([CH3:41])[CH3:42].[K+:43].[NH2:1][C:2]([CH:3]([CH2:4][CH2:5][C:6](=[O:7])[O:8][CH3:9])[N:10]1[C:11](=[O:36])[c:12]2[cH:13][cH:14][cH:15][c:16]([O:19][CH2:20][c:21]3[cH:22][cH:23][c:24]([CH2:27][N:28]4[CH2:29][CH2:30][C:31]([CH3:34])([CH3:35])[CH2:32][CH2:33]4)[cH:25][cH:26]3)[c:17]2[CH2:18]1)=[O:37]>>[NH:1]1[C:2](=[O:37])[CH:3]([N:10]2[C:11](=[O:36])[c:12]3[cH:13][cH:14][cH:15][c:16]([O:19][CH2:20][c:21]4[cH:22][cH:23][c:24]([CH2:27][N:28]5[CH2:29][CH2:30][C:31]([CH3:34])([CH3:35])[CH2:32][CH2:33]5)[cH:25][cH:26]4)[c:17]3[CH2:18]2)[CH2:4][CH2:5][C:6]1=[O:7]. The reactants are Cc1cc(C)c(CNC(=O)c2cc(-c3ccc(N4CCN(C(=O)OC(C)(C)C)CC4C)nc3)cc3c2c(C)cn3C(C)C)c(=O)[nH]1, ClCCl, O=C(O)C(F)(F)F. Yields the product Cc1cc(C)c(CNC(=O)c2cc(-c3ccc(N4CCNCC4C)nc3)cc3c2c(C)cn3C(C)C)c(=O)[nH]1. RXN SMILES: [CH3:8][c:9]1[c:10]([CH2:17][NH:18][C:19](=[O:20])[c:21]2[c:22]3[c:23]([CH3:53])[cH:24][n:25]([CH:50]([CH3:51])[CH3:52])[c:26]3[cH:27][c:28](-[c:30]3[cH:31][cH:32][c:33]([N:36]4[CH:37]([CH3:49])[CH2:38][N:39]([C:42]([O:43][C:44]([CH3:45])([CH3:46])[CH3:47])=[O:48])[CH2:40][CH2:41]4)[n:34][cH:35]3)[cH:29]2)[c:11](=[O:16])[nH:12][c:13]([CH3:15])[cH:14]1.[Cl:54][CH2:55][Cl:56].[OH:1][C:2]([C:3]([F:4])([F:5])[F:6])=[O:7]>>[CH3:8][c:9]1[c:10]([CH2:17][NH:18][C:19](=[O:20])[c:21]2[c:22]3[c:23]([CH3:53])[cH:24][n:25]([CH:50]([CH3:51])[CH3:52])[c:26]3[cH:27][c:28](-[c:30]3[cH:31][cH:32][c:33]([N:36]4[CH:37]([CH3:49])[CH2:38][NH:39][CH2:40][CH2:41]4)[n:34][cH:35]3)[cH:29]2)[c:11](=[O:16])[nH:12][c:13]([CH3:15])[cH:14]1.